Dataset: the Open Reaction Database (ORD), a public repository of structured organic reaction records. Task: describe an organic reaction: reactants, conditions, products, and yield Reactants: SC1=NC=NC=C1 (4-mercaptopyrimidine), Cl.ClCC=1C=[N+](C=CC1)[O-] (3-chloromethylpyridine-N-oxide hydrochloride). Solvent: C(C)O (ethanol). Yields the product C1=CC(=C[N+](=C1)[O-])CSC2=NC=NC=C2 (4-(N-oxidopyridyl-3-methyl)thiopyrimidine). Yield: 70.0%. As a reaction SMILES: [SH:1][C:2]1[CH:7]=[CH:6][N:5]=[CH:4][N:3]=1.Cl.Cl[CH2:10][C:11]1[CH:12]=[N+:13]([O-:17])[CH:14]=[CH:15][CH:16]=1>C(O)C>[CH:15]1[CH:14]=[N+:13]([O-:17])[CH:12]=[C:11]([CH2:10][S:1][C:2]2[CH:7]=[CH:6][N:5]=[CH:4][N:3]=2)[CH:16]=1 |f:1.2|. Reported procedure: 11.2 g (0.1 moles) 4-mercaptopyrimidine is dissolved in 100 ml ethanol containing 10.8 g sodium methoxide. 18 g (0.1 moles) 3-chloromethylpyridine-N-oxide hydrochloride is added; the mixture is heated under reflux for about one hours. The solution is cooled to ambient temperature, the sodium chloride filtered off, and the filtrate evaporated under vacuum to eliminate the solvent. The residue is crystallized from ethyl acetate to give 15.35 g of product (M.P.=105°-108° C.; yield=70%). Starting materials: CI, CN1CC2CCCC(C1)C2OC(=O)C(O)(c1ccccc1)C1CCC(F)(F)C1. The product is C[N+]1(C)CC2CCCC(C1)C2OC(=O)C(O)(c1ccccc1)C1CCC(F)(F)C1, [I-]. As a reaction SMILES: [CH3:29][I:30].[F:1][C:2]1([F:28])[CH2:3][CH:4]([C:7]([C:8](=[O:9])[O:10][CH:11]2[CH:12]3[CH2:13][N:14]([CH3:20])[CH2:15][CH:16]2[CH2:17][CH2:18][CH2:19]3)([c:21]2[cH:22][cH:23][cH:24][cH:25][cH:26]2)[OH:27])[CH2:5][CH2:6]1>>[F:1][C:2]1([F:28])[CH2:3][CH:4]([C:7]([C:8](=[O:9])[O:10][CH:11]2[CH:12]3[CH2:13][N+:14]([CH3:20])([CH3:29])[CH2:15][CH:16]2[CH2:17][CH2:18][CH2:19]3)([c:21]2[cH:22][cH:23][cH:24][cH:25][cH:26]2)[OH:27])[CH2:5][CH2:6]1.[I-:30]. Reactants: COC(CCNC(=O)C=1SC(=CC1)C(C)OC1=CC=C(C=C1)C1=CC=C(C=C1)C(F)(F)F)=O (3-({5-[1-(4′-trifluoromethyl-biphenyl-4-yloxy)-ethyl]-thiophene-2-carbonyl}-amino)-propionic acid methyl ester), [OH-].[Na+] (NaOH), Cl (HCl). Run in CO (methanol). Run at time 2 hour. Product: FC(C1=CC=C(C=C1)C1=CC=C(C=C1)OC(C)C1=CC=C(S1)C(=O)NCCC(=O)O)(F)F (3-({5-[1-(4′-Trifluoromethyl-biphenyl-4-yloxy)-ethyl]-thiophene-2-carbonyl}-amino)-propionic acid). The yield is 86.1%. As a reaction SMILES: C[O:2][C:3](=[O:33])[CH2:4][CH2:5][NH:6][C:7]([C:9]1[S:10][C:11]([CH:14]([O:16][C:17]2[CH:22]=[CH:21][C:20]([C:23]3[CH:28]=[CH:27][C:26]([C:29]([F:32])([F:31])[F:30])=[CH:25][CH:24]=3)=[CH:19][CH:18]=2)[CH3:15])=[CH:12][CH:13]=1)=[O:8].[OH-].[Na+].Cl>CO>[F:31][C:29]([F:30])([F:32])[C:26]1[CH:25]=[CH:24][C:23]([C:20]2[CH:19]=[CH:18][C:17]([O:16][CH:14]([C:11]3[S:10][C:9]([C:7]([NH:6][CH2:5][CH2:4][C:3]([OH:33])=[O:2])=[O:8])=[CH:13][CH:12]=3)[CH3:15])=[CH:22][CH:21]=2)=[CH:28][CH:27]=1 |f:1.2|. Procedure details: A solution of 3-({5-[1-(4′-trifluoromethyl-biphenyl-4-yloxy)-ethyl]-thiophene-2-carbonyl}-amino)-propionic acid methyl ester (chiral Isomer 1) (170 mg, 0.356 mmol) in methanol (7.1 mL) is treated with 5N NaOH (0.712 mL) and shaken at rt for 2 h. The reaction is neutralized with 1N HCl (0.748 mL), and extracted into ethyl acetate (2×). The combined organic layers are dried and concentrated, giving the title compound (142 mg). MS (ES): 464.2 [M+H]+. Solvent: C1(=CC=CC=C1)C.C(C)O.O (toluene ethanol water). Yields the product C(CC1=CC=CC=C1)N1N=CC(=C1)C1=CN(C2=NC=C(C=C21)C=2C=C(OC1CCN(CC1)C(=O)OC(C)(C)C)C=CC2)S(=O)(=O)C2=CC=C(C)C=C2 (tert-butyl 4-(3-(3-(1-phenethyl-1H-pyrazol-4-yl)-1-tosyl-1H-pyrrolo[2,3-b]pyridin-5-yl) phenoxy)piperidine-1-carboxylate). Starting materials: C([O-])([O-])=O.[Na+].[Na+] (sodium carbonate), IC1=CN(C2=NC=C(C=C21)C=2C=C(OC1CCN(CC1)C(=O)OC(C)(C)C)C=CC2)S(=O)(=O)C2=CC=C(C)C=C2 (tert-butyl 4-(3-(3-iodo-1-tosyl-1H-pyrrolo[2,3-b]pyridin-5-yl)phenoxy)piperidine-1-carboxylate), C(CC1=CC=CC=C1)N1N=CC(=C1)B1OC(C(O1)(C)C)(C)C (1-phenethyl-4-(4,4,5,5-tetramethyl-1,3,2-dioxaborolan-2-yl)-1H-pyrazole), IC1=CN(C2=NC=C(C=C21)C=2C=C(OC1CCN(CC1)C(=O)OC(C)(C)C)C=CC2)S(=O)(=O)C2=CC=C(C)C=C2 (tert-butyl 4-(3-(3-iodo-1-tosyl-1H-pyrrolo[2,3-b]pyridin-5-yl)phenoxy)piperidine-1-carboxylate), C(CC1=CC=CC=C1)N1N=CC(=C1)B1OC(C(O1)(C)C)(C)C (1-phenethyl-4-(4,4,5,5-tetramethyl-1,3,2-dioxaborolan-2-yl)-1H-pyrazole). Procedure details: Using similar reaction conditions as described in step-i of example-1, tert-butyl 4-(3-(3-iodo-1-tosyl-1H-pyrrolo[2,3-b]pyridin-5-yl)phenoxy)piperidine-1-carboxylate (intermediate 13) (150 mg, 0.222 mmol) was coupled with 1-phenethyl-4-(4,4,5,5-tetramethyl-1,3,2-dioxaborolan-2-yl)-1H-pyrazole (intermediate 59) (100 mg, 0.334 mmol) using Pd(PPh3)2Cl2 (8 mg, 0.011 mmol) and sodium carbonate (59 mg, 0.557 mmol) in toluene/ethanol/water (4/1/1 ml) to afford 120 mg (75.0% yield) of the titled compoun... The reagents and catalysts are Cl[Pd]([P](C1=CC=CC=C1)(C2=CC=CC=C2)C3=CC=CC=C3)([P](C4=CC=CC=C4)(C5=CC=CC=C5)C6=CC=CC=C6)Cl (Pd(PPh3)2Cl2). As a reaction SMILES: I[C:2]1[C:10]2[C:5](=[N:6][CH:7]=[C:8]([C:11]3[CH:12]=[C:13]([CH:28]=[CH:29][CH:30]=3)[O:14][CH:15]3[CH2:20][CH2:19][N:18]([C:21]([O:23][C:24]([CH3:27])([CH3:26])[CH3:25])=[O:22])[CH2:17][CH2:16]3)[CH:9]=2)[N:4]([S:31]([C:34]2[CH:40]=[CH:39][C:37]([CH3:38])=[CH:36][CH:35]=2)(=[O:33])=[O:32])[CH:3]=1.[CH2:41]([N:49]1[CH:53]=[C:52](B2OC(C)(C)C(C)(C)O2)[CH:51]=[N:50]1)[CH2:42][C:43]1[CH:48]=[CH:47][CH:46]=[CH:45][CH:44]=1.C(=O)([O-])[O-].[Na+].[Na+]>C1(C)C=CC=CC=1.C(O)C.O.Cl[Pd](Cl)([P](C1C=CC=CC=1)(C1C=CC=CC=1)C1C=CC=CC=1)[P](C1C=CC=CC=1)(C1C=CC=CC=1)C1C=CC=CC=1>[CH2:41]([N:49]1[CH:53]=[C:52]([C:2]2[C:10]3[C:5](=[N:6][CH:7]=[C:8]([C:11]4[CH:12]=[C:13]([CH:28]=[CH:29][CH:30]=4)[O:14][CH:15]4[CH2:20][CH2:19][N:18]([C:21]([O:23][C:24]([CH3:27])([CH3:26])[CH3:25])=[O:22])[CH2:17][CH2:16]4)[CH:9]=3)[N:4]([S:31]([C:34]3[CH:40]=[CH:39][C:37]([CH3:38])=[CH:36][CH:35]=3)(=[O:33])=[O:32])[CH:3]=2)[CH:51]=[N:50]1)[CH2:42][C:43]1[CH:48]=[CH:47][CH:46]=[CH:45][CH:44]=1 |f:2.3.4,5.6.7,^1:82,101|. The yield is 75.3%. Yields the product CN(C)C(=O)C1CCCN1C(=O)c1ccccc1. As a reaction SMILES: [C:11](=[O:12])([OH:13])[O-:14].[C:16]([c:17]1[cH:18][cH:19][cH:20][cH:21][cH:22]1)(=[O:23])[Cl:24].[CH3:1][N:2]([C:3]([CH:4]1[NH:5][CH2:6][CH2:7][CH2:8]1)=[O:9])[CH3:10].[Cl:25][CH2:26][Cl:27].[Na+:15].[OH2:28]>>[CH3:1][N:2]([C:3]([CH:4]1[N:5]([C:16]([c:17]2[cH:18][cH:19][cH:20][cH:21][cH:22]2)=[O:23])[CH2:6][CH2:7][CH2:8]1)=[O:9])[CH3:10]. The reactants are O=C([O-])O, O=C(Cl)c1ccccc1, CN(C)C(=O)C1CCCN1, ClCCl, [Na+], O. Reactants: BrC1=CC2=C(C=3SC(=CC3CCO2)C2=NC=NN2C(C)C)C=C1 (5-(8-Bromo-4,5-dihydro-6-oxa-1-thia-benzo[e]azulen-2-yl)-1-isopropyl-1H-[1,2,4]triazole), C(=O)(O)C=1C=C(C=CC1)B(O)O (3-carboxyphenylboronic acid). Product: C(C)(C)N1N=CN=C1C1=CC2=C(C3=C(OCC2)C=C(C=C3)C=3C=C(C(=O)O)C=CC3)S1 (3-(2-(1-isopropyl-1H-1,2,4-triazol-5-yl)-4,5-dihydrobenzo[b]thieno[2,3-d]oxepin-8-yl)benzoic acid). Reaction SMILES: Br[C:2]1[CH:23]=[CH:22][C:5]2[C:6]3[S:7][C:8]([C:14]4[N:18]([CH:19]([CH3:21])[CH3:20])[N:17]=[CH:16][N:15]=4)=[CH:9][C:10]=3[CH2:11][CH2:12][O:13][C:4]=2[CH:3]=1.[C:24]([C:27]1[CH:28]=[C:29](B(O)O)[CH:30]=[CH:31][CH:32]=1)([OH:26])=[O:25]>>[CH:19]([N:18]1[C:14]([C:8]2[S:7][C:6]3[C:5]4[CH:22]=[CH:23][C:2]([C:31]5[CH:32]=[C:27]([CH:28]=[CH:29][CH:30]=5)[C:24]([OH:26])=[O:25])=[CH:3][C:4]=4[O:13][CH2:12][CH2:11][C:10]=3[CH:9]=2)=[N:15][CH:16]=[N:17]1)([CH3:21])[CH3:20]. Procedure: Following the procedure for 114, 5 5-(8-Bromo-4,5-dihydro-6-oxa-1-thia-benzo[e]azulen-2-yl)-1-isopropyl-1H-[1,2,4]triazole was reacted with 3-carboxyphenylboronic acid to give 147. MS(ESI+) 432.1 Reactants: BrCCCC (1-bromobutane), N1=CC=CC=C1 (pyridine). Product: [Br-].C(CCC)[N+]1=CC=CC=C1 (Butylpyridinium bromide). As a reaction SMILES: [Br:1][CH2:2][CH2:3][CH2:4][CH3:5].[N:6]1[CH:11]=[CH:10][CH:9]=[CH:8][CH:7]=1>>[Br-:1].[CH2:2]([N+:6]1[CH:11]=[CH:10][CH:9]=[CH:8][CH:7]=1)[CH2:3][CH2:4][CH3:5] |f:2.3|. Reported procedure: Butylpyridinium bromide is prepared by a Menshutkin reaction of 27.5 g of 1-bromobutane with 15.8 g of pyridine at 40° C. in 24 hours, without solvent. The solid obtained is dried under low vacuum at 50° C.